From a dataset of the Open Reaction Database (ORD), a public repository of structured organic reaction records. describe an organic reaction: reactants, conditions, products, and yield Reactants: ClC1=NN(CC1)C=1C=NC=CC1 (3-(3-Chloro-4,5-dihydro-1H-pyrazol-1-yl)pyridine), [OH-].[K+] (Potassium hydroxide), S(=O)(=O)([O-])OOS(=O)(=O)[O-].[K+].[K+] (Potassium persulfate), S(=O)(=O)([O-])OOS(=O)(=O)[O-].[K+].[K+] (potassium persulfate). Reagents/catalysts: [Fe-3](C#N)(C#N)(C#N)(C#N)(C#N)C#N.[K+].[K+].[K+] (Potassium ferricyanide). Run in O (water), O (water), O (water). Reaction conditions: temperature 60 celsius, time 15 minute. Product: ClC1=NN(C=C1)C=1C=NC=CC1 (3-(3-Chloro-1H-pyrazol-1-yl)pyridine). Yield: 0.1%. As a reaction SMILES: [Cl:1][C:2]1[CH2:6][CH2:5][N:4]([C:7]2[CH:8]=[N:9][CH:10]=[CH:11][CH:12]=2)[N:3]=1.[OH-].[K+].S(OOS([O-])(=O)=O)([O-])(=O)=O.[K+].[K+]>O.[Fe-3](C#N)(C#N)(C#N)(C#N)(C#N)C#N.[K+].[K+].[K+]>[Cl:1][C:2]1[CH:6]=[CH:5][N:4]([C:7]2[CH:8]=[N:9][CH:10]=[CH:11][CH:12]=2)[N:3]=1 |f:1.2,3.4.5,7.8.9.10|. Procedure: 3-(3-Chloro-4,5-dihydro-1H-pyrazol-1-yl)pyridine (362 mg, 2.0 mol) was introduced into a 25 mL vial. Potassium hydroxide solution (658 mg, 85% pure) in water (H2O) (4.0 mL) was added and the mixture was heated to 60° C. Potassium ferricyanide solution (656 mg in 1.0 mL water) was added over 15 minutes leading to brown mixture. The mixture was stirred at 62° C. for another 15 minutes. Potassium persulfate solution (270 mg, 1.0 mmol, 0.5 eq.) in water (1.0 mL) was added in one portion. The mixture... Reactants: O=C(NCCc1ccc(Cl)cc1)c1ccc(Cl)nn1, O=C(c1ccccc1C(F)(F)F)N1CCNCC1. Product: O=C(NCCc1ccc(Cl)cc1)c1ccc(N2CCN(C(=O)c3ccccc3C(F)(F)F)CC2)nn1. RXN SMILES: [Cl:1][c:2]1[cH:3][cH:4][c:5]([CH2:8][CH2:9][NH:10][C:11](=[O:12])[c:13]2[n:14][n:15][c:16]([Cl:19])[cH:17][cH:18]2)[cH:6][cH:7]1.[N:20]1([C:26](=[O:27])[c:28]2[c:29]([C:34]([F:35])([F:36])[F:37])[cH:30][cH:31][cH:32][cH:33]2)[CH2:21][CH2:22][NH:23][CH2:24][CH2:25]1>>[Cl:1][c:2]1[cH:3][cH:4][c:5]([CH2:8][CH2:9][NH:10][C:11](=[O:12])[c:13]2[n:14][n:15][c:16]([N:23]3[CH2:22][CH2:21][N:20]([C:26](=[O:27])[c:28]4[c:29]([C:34]([F:35])([F:36])[F:37])[cH:30][cH:31][cH:32][cH:33]4)[CH2:25][CH2:24]3)[cH:17][cH:18]2)[cH:6][cH:7]1. Starting materials: [BH3-]C#N, CC(=O)[O-], CCOC(C)=O, [Cl-], [Cl-], [Cl-], [NH4+], [Na+], [Na+], [Na+], [OH-], ON=C(c1ccccc1)c1ccc(O)cc1, O=C([O-])O, [Ti+3]. Product: NC(c1ccccc1)c1ccc(O)cc1. Reaction SMILES: [C:22]([BH3-:23])#[N:24].[CH3:18][C:19](=[O:20])[O-:21].[CH3:37][CH2:38][O:39][C:40](=[O:41])[CH3:42].[Cl-:33].[Cl-:34].[Cl-:35].[NH4+:17].[Na+:25].[Na+:26].[Na+:32].[OH-:31].[OH:1][c:2]1[cH:3][cH:4][c:5]([C:6]([c:7]2[cH:8][cH:9][cH:10][cH:11][cH:12]2)=[N:13][OH:14])[cH:15][cH:16]1.[OH:27][C:28](=[O:29])[O-:30].[Ti+3:36]>>[OH:1][c:2]1[cH:3][cH:4][c:5]([CH:6]([c:7]2[cH:8][cH:9][cH:10][cH:11][cH:12]2)[NH2:13])[cH:15][cH:16]1.